The task is: describe an organic reaction: reactants, conditions, products, and yield. This data is from the Open Reaction Database (ORD), a public repository of structured organic reaction records. Starting materials: C(CCC)O (1-butanol), [F-].[Cs+] (cesium fluoride), BrC1=CC=C2C=3N(C(COC31)C=3C(=NC=CC3)C#N)C(N2)=O (3-(7-bromo-2-oxo-1,2,4,5-tetrahydroimidazo[1,5,4-de][1,4]benzoxazin-4-yl)pyridine-2-carbonitrile), CC1=NOC(=C1B(O)O)C ((3,5-dimethylisoxazol-4-yl)boronic acid). Reagents/catalysts: C(C)(C)(C)P(C1=CC=C(N(C)C)C=C1)C(C)(C)C.Cl[Pd]Cl (4-(di-tert-butylphosphino)-N,N-dimethylaniline dichloropalladium). Solvent: O (water). Conditions: temperature 100 celsius. Product: CC1=NOC(=C1C1=CC=C2C=3N(C(COC31)C=3C(=NC=CC3)C#N)C(N2)=O)C (3-[7-(3,5-Dimethylisoxazol-4-yl)-2-oxo-1,2,4,5-tetrahydroimidazo[1,5,4-de][1,4]benzoxazin-4-yl]pyridine-2-carbonitrile). Yield: 90.7%. Reaction SMILES: [F-].[Cs+].Br[C:4]1[C:13]2[O:12][CH2:11][CH:10]([C:14]3[C:15]([C:20]#[N:21])=[N:16][CH:17]=[CH:18][CH:19]=3)[N:9]3[C:22](=[O:24])[NH:23][C:7]([C:8]=23)=[CH:6][CH:5]=1.[CH3:25][C:26]1[C:30](B(O)O)=[C:29]([CH3:34])[O:28][N:27]=1.C(O)CCC>C(P(C(C)(C)C)C1C=CC(N(C)C)=CC=1)(C)(C)C.Cl[Pd]Cl.O>[CH3:25][C:26]1[C:30]([C:4]2[C:13]3[O:12][CH2:11][CH:10]([C:14]4[C:15]([C:20]#[N:21])=[N:16][CH:17]=[CH:18][CH:19]=4)[N:9]4[C:22](=[O:24])[NH:23][C:7]([C:8]=34)=[CH:6][CH:5]=2)=[C:29]([CH3:34])[O:28][N:27]=1 |f:0.1,5.6|. Procedure details: A sealed tube containing 4-(di-tert-butylphosphino)-N,N-dimethylaniline-dichloropalladium (2:1) (11.5 mg, 0.0162 mmol), cesium fluoride (574 mg, 3.78 mmol), 3-(7-bromo-2-oxo-1,2,4,5-tetrahydroimidazo[1,5,4-de][1,4]benzoxazin-4-yl)pyridine-2-carbonitrile (386 mg, 1.01 mmol) and (3,5-dimethylisoxazol-4-yl)boronic acid (533 mg, 3.78 mmol) was placed under vacuum and back-filled with nitrogen (repeated 3×). The sealed tube was charged with 1-butanol (4.92 mL) and water (1.2 mL) and the mixture was d... Starting materials: COC=1C=C(CN2C(C(CC2)(CCOS(=O)(=O)C)CC2=CC=C(C=C2)OC)=O)C=C(C1OC)OC (1-(3,4,5-trimethoxybenzyl)-3-(4-methoxyphenylmethyl)-3-(2-methanesulfonyloxyethyl)-2-oxopyrrolidine), C(C)OCCN1C(=NC2=C1C=CC=C2)N2CCNCCC2 (4-(1-(2-ethoxyethyl)-1H-benzimidazol-2-yl)[1,4]diazepane). Yields the product COC=1C=C(CN2C(C(CC2)(CC2=CC=C(C=C2)OC)CCN2CCN(CCC2)C2=NC3=C(N2CCOCC)C=CC=C3)=O)C=C(C1OC)OC (1-(3,4,5-Trimethoxybenzyl)-3-(2-(4-(1-(2-ethoxyethyl)-1H-benzimidazol-2-yl)[1,4]diazepan-1-yl)ethyl)-3-(4-methoxyphenylmethyl)-2-oxopyrrolidine). RXN SMILES: [CH3:1][O:2][C:3]1[CH:4]=[C:5]([CH:29]=[C:30]([O:34][CH3:35])[C:31]=1[O:32][CH3:33])[CH2:6][N:7]1[CH2:11][CH2:10][C:9]([CH2:19][C:20]2[CH:25]=[CH:24][C:23]([O:26][CH3:27])=[CH:22][CH:21]=2)([CH2:12][CH2:13]OS(C)(=O)=O)[C:8]1=[O:28].[CH2:36]([O:38][CH2:39][CH2:40][N:41]1[C:45]2[CH:46]=[CH:47][CH:48]=[CH:49][C:44]=2[N:43]=[C:42]1[N:50]1[CH2:56][CH2:55][CH2:54][NH:53][CH2:52][CH2:51]1)[CH3:37]>>[CH3:1][O:2][C:3]1[CH:4]=[C:5]([CH:29]=[C:30]([O:34][CH3:35])[C:31]=1[O:32][CH3:33])[CH2:6][N:7]1[CH2:11][CH2:10][C:9]([CH2:12][CH2:13][N:53]2[CH2:54][CH2:55][CH2:56][N:50]([C:42]3[N:41]([CH2:40][CH2:39][O:38][CH2:36][CH3:37])[C:45]4[CH:46]=[CH:47][CH:48]=[CH:49][C:44]=4[N:43]=3)[CH2:51][CH2:52]2)([CH2:19][C:20]2[CH:21]=[CH:22][C:23]([O:26][CH3:27])=[CH:24][CH:25]=2)[C:8]1=[O:28]. Reported procedure: Prepare by the method of Example 1.6 using 1-(3,4,5-trimethoxybenzyl)-3-(4-methoxyphenylmethyl)-3-(2-methanesulfonyloxyethyl)-2-oxopyrrolidine and 4-(1-(2-ethoxyethyl)-1H-benzimidazol-2-yl)[1,4]diazepane to give the title compound. Reactants: 1e, C(C)OC(C1=C(C=C(C(=C1)N)NC)N1CCC(CC1)C(F)(F)F)=O (ethyl-2-[4-trifluoromethyl-piperidinyl]-4-methylamino-5-amino-benzoate), C(C)OC(C1=C(C=C(C(=C1)N)NC)N1CCC(CC1)C(F)(F)F)=O (ethyl-2-[4-trifluoromethyl-piperidinyl]-4-methylamino-5-amino-benzoate), C(C)(C)(C)OC(NCC1=C(C(=C(C=C1)Cl)N=C=S)Cl)=O ((2,4-dichloro-3-isothiocyanato-benzyl)-carbamic acid tert.-butyl ester), C(C)(C)(C)OC(NCC1=C(C(=C(C=C1)Cl)N=C=S)Cl)=O ((2,4-dichloro-3-isothiocyanato-benzyl)-carbamic acid tert.-butyl ester), CC(N=C=NC(C)C)C (DIC). The solvent is CN(C)C=O (DMF). Product: C(C)OC(=O)C1=CC2=C(N(C(=N2)NC2=C(C(=CC=C2Cl)CNC(=O)OC(C)(C)C)Cl)C)C=C1N1CCC(CC1)C(F)(F)F (2-{2,6-Dichloro-3-[(tert.-butoxycarbonylamino)-methyl]-phenylamino}-6-[4-trifluoromethyl-piperidinyl]-1-methyl-1H-benzimidazole-5-carboxylic acid ethyl ester). Reaction SMILES: [CH2:1]([O:3][C:4](=[O:24])[C:5]1[CH:10]=[C:9]([NH2:11])[C:8]([NH:12][CH3:13])=[CH:7][C:6]=1[N:14]1[CH2:19][CH2:18][CH:17]([C:20]([F:23])([F:22])[F:21])[CH2:16][CH2:15]1)[CH3:2].[C:25]([O:29][C:30](=[O:44])[NH:31][CH2:32][C:33]1[CH:38]=[CH:37][C:36]([Cl:39])=[C:35]([N:40]=[C:41]=S)[C:34]=1[Cl:43])([CH3:28])([CH3:27])[CH3:26].CC(C)N=C=NC(C)C>CN(C=O)C>[CH2:1]([O:3][C:4]([C:5]1[C:6]([N:14]2[CH2:19][CH2:18][CH:17]([C:20]([F:22])([F:21])[F:23])[CH2:16][CH2:15]2)=[CH:7][C:8]2[N:12]([CH3:13])[C:41]([NH:40][C:35]3[C:36]([Cl:39])=[CH:37][CH:38]=[C:33]([CH2:32][NH:31][C:30]([O:29][C:25]([CH3:28])([CH3:27])[CH3:26])=[O:44])[C:34]=3[Cl:43])=[N:11][C:9]=2[CH:10]=1)=[O:24])[CH3:2]. Reported procedure: The title compound is prepared in analogy to 1e from ethyl-2-[4-trifluoromethyl-piperidinyl]-4-methylamino-5-amino-benzoate (compound 52b, 4.31 g, 12.5 mmol), (2,4-dichloro-3-isothiocyanato-benzyl)-carbamic acid tert-butyl ester (compound B; 4.16 g, 12.5 mmol), DIC (2.17 mL, 15.4 mmol) and DMF (50 mL). Yield: 6.9 g. HPLC Rt=1.49 min (method A). MS m/z: 644 [M+H]+. Reactants: Cl (hydrochloric acid), COC[C@@H](OC=1C=C(C=C(C1)OC1=CC=C(C=C1)S(=O)(=O)C)C1=CC=C(N1)C(=O)O)C (5-{3-[(1S)-2-Methoxy-1-methylethoxy]-5-[4-(methylsulfonyl)phenoxy]phenyl}-1H-pyrrole-2-carboxylic acid), Cl.COC(CN)=O (glycine methyl ester hydrochloride), CCN=C=NCCCN(C)C.Cl (WSCI•HCl). The reagents and catalysts are CN(C1=CC=NC=C1)C (4-dimethylaminopyridine). Run in ClCCl (dichloromethane). Conditions: time 2 hour. The product is COC[C@@H](OC=1C=C(C=C(C1)OC1=CC=C(C=C1)S(=O)(=O)C)C1=CC=C(N1)C(=O)NCC(=O)OC)C (Methyl N-[(5-{3-[(1S)-2-methoxy-1-methylethoxy]-5-[4-(methylsulfonyl)phenoxy]phenyl}-1H-pyrrol-2-yl)carbonyl]glycinate). The yield is 84.7%. As a reaction SMILES: [CH3:1][O:2][CH2:3][C@H:4]([CH3:31])[O:5][C:6]1[CH:7]=[C:8]([C:23]2[NH:27][C:26]([C:28](O)=[O:29])=[CH:25][CH:24]=2)[CH:9]=[C:10]([O:12][C:13]2[CH:18]=[CH:17][C:16]([S:19]([CH3:22])(=[O:21])=[O:20])=[CH:15][CH:14]=2)[CH:11]=1.Cl.[CH3:33][O:34][C:35](=[O:38])[CH2:36][NH2:37].CCN=C=NCCCN(C)C.Cl.Cl>ClCCl.CN(C)C1C=CN=CC=1>[CH3:1][O:2][CH2:3][C@H:4]([CH3:31])[O:5][C:6]1[CH:7]=[C:8]([C:23]2[NH:27][C:26]([C:28]([NH:37][CH2:36][C:35]([O:34][CH3:33])=[O:38])=[O:29])=[CH:25][CH:24]=2)[CH:9]=[C:10]([O:12][C:13]2[CH:18]=[CH:17][C:16]([S:19]([CH3:22])(=[O:21])=[O:20])=[CH:15][CH:14]=2)[CH:11]=1 |f:1.2,3.4|. Procedure details: 5-{3-[(1S)-2-Methoxy-1-methylethoxy]-5-[4-(methylsulfonyl)phenoxy]phenyl}-1H-pyrrole-2-carboxylic acid (275 mg, 0.617 mmol) synthesized in Example (18a) was dissolved in dichloromethane (10 mL), and glycine methyl ester hydrochloride (120 mg, 0.956 mmol), WSCI•HCl (180 mg, 0.939 mmol) and 4-dimethylaminopyridine (150 mg, 1.23 mmol) were added, followed by stirring at room temperature for 2 hours under nitrogen atmosphere. 1N hydrochloric acid (10 mL) was added, and the solution was separated wit... Starting materials: CCCCCCCc1ccc(-c2ncc(C#N)c(Cl)n2)cc1, C1COCCO1, [Zn]. The product is CCCCCCCc1ccc(-c2ncc(C#N)cn2)cc1. Reaction SMILES: [Cl:1][c:2]1[n:3][c:4](-[c:10]2[cH:11][cH:12][c:13]([CH2:16][CH2:17][CH2:18][CH2:19][CH2:20][CH2:21][CH3:22])[cH:14][cH:15]2)[n:5][cH:6][c:7]1[C:8]#[N:9].[O:24]1[CH2:25][CH2:26][O:27][CH2:28][CH2:29]1.[Zn:23]>>[cH:2]1[n:3][c:4](-[c:10]2[cH:11][cH:12][c:13]([CH2:16][CH2:17][CH2:18][CH2:19][CH2:20][CH2:21][CH3:22])[cH:14][cH:15]2)[n:5][cH:6][c:7]1[C:8]#[N:9]. The reactants are BrC1(CCN(CC1)C(=O)OC(C)(C)C)C(C1=CC(=CC=C1)OC1=NC=C(C=C1)C(F)(F)F)Br (tert-butyl 4-bromo-4-(bromo(3-(5-(trifluoromethyl)pyridin-2-yloxy)phenyl)methyl)piperidine-1-carboxylate), [OH-].[Na+] (NaOH). The solvent is CO (MeOH). Run at temperature 40 celsius, time 14 hour. Yields the product BrC(=C1CCN(CC1)C(=O)OC(C)(C)C)C1=CC(=CC=C1)OC1=NC=C(C=C1)C(F)(F)F (tert-Butyl 4-(bromo(3-(5-(trifluoromethyl)pyridin-2-yloxy)phenyl)methylene)piperidine-1-carboxylate). Yield: 55.2%. As a reaction SMILES: Br[C:2]1([CH:15]([Br:33])[C:16]2[CH:21]=[CH:20][CH:19]=[C:18]([O:22][C:23]3[CH:28]=[CH:27][C:26]([C:29]([F:32])([F:31])[F:30])=[CH:25][N:24]=3)[CH:17]=2)[CH2:7][CH2:6][N:5]([C:8]([O:10][C:11]([CH3:14])([CH3:13])[CH3:12])=[O:9])[CH2:4][CH2:3]1.[OH-].[Na+]>CO>[Br:33][C:15]([C:16]1[CH:21]=[CH:20][CH:19]=[C:18]([O:22][C:23]2[CH:28]=[CH:27][C:26]([C:29]([F:30])([F:31])[F:32])=[CH:25][N:24]=2)[CH:17]=1)=[C:2]1[CH2:7][CH2:6][N:5]([C:8]([O:10][C:11]([CH3:14])([CH3:13])[CH3:12])=[O:9])[CH2:4][CH2:3]1 |f:1.2|. Procedure: To a solution of tert-butyl 4-bromo-4-(bromo(3-(5-(trifluoromethyl)pyridin-2-yloxy)phenyl)methyl)piperidine-1-carboxylate (890 mg, 1.50 mmol) in MeOH (5 mL) was added 2N NaOH (3 mL). The reaction was stirred at 40° C. for 14 h. The reaction was concentrated and the residue was dissolved in ethyl acetate. Water was added and the pH was adjusted to 2 using concentrated HCl. The organic layer was concentrated and the residue was purified by silica gel column chromatography (0-5% MeOH/CH2Cl2) to aff...